The task is: describe an organic reaction: reactants, conditions, products, and yield. This data is from the Open Reaction Database (ORD), a public repository of structured organic reaction records. The reactants are C(C1=CC=CC=C1)N1C(CN(CC1)C(=O)OC(C)(C)C)=O (1-benzyl-4-(tert-butyloxycarbonyl)piperazin-2-one), COC1=CC=C(C=C1)P1(SP(S1)(C1=CC=C(C=C1)OC)=S)=S (2,4-bis(4-methoxyphenyl)-1,3-dithia-2,4-diphosphetane-2,4-disulphide). Run in C1(=CC=CC=C1)C (toluene). The product is C(C1=CC=CC=C1)N1C(CN(CC1)C(=O)OC(C)(C)C)=S (1-Benzyl-4-(tert-butyloxycarbonyl)piperazin-2-thione). Isolated yield 132.6%. Reaction SMILES: [CH2:1]([N:8]1[CH2:13][CH2:12][N:11]([C:14]([O:16][C:17]([CH3:20])([CH3:19])[CH3:18])=[O:15])[CH2:10][C:9]1=O)[C:2]1[CH:7]=[CH:6][CH:5]=[CH:4][CH:3]=1.COC1C=CC(P2(=S)SP(=S)(C3C=CC(OC)=CC=3)[S:31]2)=CC=1>C1(C)C=CC=CC=1>[CH2:1]([N:8]1[CH2:13][CH2:12][N:11]([C:14]([O:16][C:17]([CH3:20])([CH3:19])[CH3:18])=[O:15])[CH2:10][C:9]1=[S:31])[C:2]1[CH:7]=[CH:6][CH:5]=[CH:4][CH:3]=1. Procedure details: A mixture of 1-benzyl-4-(tert-butyloxycarbonyl)piperazin-2-one (1.0 mg, 3.4 mmol) and 2,4-bis(4-methoxyphenyl)-1,3-dithia-2,4-diphosphetane-2,4-disulphide (Lawesson's Reagent) (837 mg, 2.1 mmol) were heated at 90° C. in toluene (10 mL), under nitrogen for 45 min. The mixture was cooled then partitioned between EtOAc (3×50 mL) and water (50 mL). The combined organic layers were dried (Na2SO4) and evaporated. The residue was chromatographed on silica gel, eluting with CH2Cl2 :EtOAc (100:0→95:5→90:... The reactants are ClC1=C(C=CC(=O)O)C=CC=C1 (2-Chlorocinnamic acid), CO (MeOH), O=P(Cl)(Cl)Cl (POCl3). Product: COC(\C=C\C1=C(C=CC=C1)Cl)=O ((E)-Methyl-3-(2-chlorophenyl)acrylate). Reaction SMILES: [Cl:1][C:2]1[CH:12]=[CH:11][CH:10]=[CH:9][C:3]=1[CH:4]=[CH:5][C:6]([OH:8])=[O:7].O=P(Cl)(Cl)Cl.[CH3:18]O>>[CH3:18][O:7][C:6](=[O:8])/[CH:5]=[CH:4]/[C:3]1[CH:9]=[CH:10][CH:11]=[CH:12][C:2]=1[Cl:1]. Reported procedure: To a 250 ml round-bottomed flask, 2-Chlorocinnamic acid (25 g, 136.9 mmol) and MeOH(56 ml) were added. POCl3 (1.27 ml, 13.6 mmol) was added dropwise. The reaction mixture was stirred under reflux for 3˜4 h. The reaction mixture was cooled to room temperature, quenched with 1N NaOH solution. The mixture was extracted by EtOAc and washed with H2O. The aqueous layer was further extracted with EtOAc. The combined organic layer was dried over anhydrous magnesium sulfate (MgSO4), filtered and concentr...